This data is from the Open Reaction Database (ORD), a public repository of structured organic reaction records. The task is: describe an organic reaction: reactants, conditions, products, and yield Reactants: Stannous chloride dihydrate, COC1=C(C=CC=C1)C1=NOC(=N1)C1=CC(=C(C=C1)N1CCOCC1)[N+](=O)[O-] (4-{4-[3-(2-methoxyphenyl)-1,2,4-oxadiazol-5-yl]-2-nitrophenyl}morpholine). Solvent: CCO (EtOH). Run at temperature 70 celsius, time 3 hour. Yields the product COC1=C(C=CC=C1)C1=NOC(=N1)C=1C=CC(=C(N)C1)N1CCOCC1 (5-[3-(2-methoxyphenyl)-1,2,4-oxadiazol-5-yl]-2-morpholin-4-ylaniline). The yield is 83.0%. RXN SMILES: [CH3:1][O:2][C:3]1[CH:8]=[CH:7][CH:6]=[CH:5][C:4]=1[C:9]1[N:13]=[C:12]([C:14]2[CH:19]=[CH:18][C:17]([N:20]3[CH2:25][CH2:24][O:23][CH2:22][CH2:21]3)=[C:16]([N+:26]([O-])=O)[CH:15]=2)[O:11][N:10]=1>CCO>[CH3:1][O:2][C:3]1[CH:8]=[CH:7][CH:6]=[CH:5][C:4]=1[C:9]1[N:13]=[C:12]([C:14]2[CH:19]=[CH:18][C:17]([N:20]3[CH2:25][CH2:24][O:23][CH2:22][CH2:21]3)=[C:16]([CH:15]=2)[NH2:26])[O:11][N:10]=1. Procedure: Stannous chloride dihydrate (147.53 mg; 0.65 mmol; 5 eq.) was added to a solution of example 2 (50 mg; 0.13 mmol; 1 eq.) in EtOH (10 mL), and the reaction mixture was stirred at 70° C. for 3 hours. After cooling, the solution was partitioned between ethyl acetate and aqueous NaHCO3. The organic layer was washed four times with brine, dried over magnesium sulfate and concentrated in vacuo to give a yellow solid. The latter was triturated in Et2O and filtrated to afford the title compound (38 mg, ... Reactants: C(#N)C=1C(=C2C=C(N(C2=CC1)C/C(/NO)=N/[H])CCC)C(F)(F)F ((1Z)-2-[5-cyano-2-propyl-4-(trifluoromethyl)-1H-indol-1-yl]-N-hydroxyethanimidamide), FC1=C(C(=O)Cl)C=C(C=C1)F (2,5-difluorobenzoyl chloride), C(C)(C)N(C(C)C)CC (N,N-diisopropylethylamine). Run in C(C)#N (acetonitrile). Conditions: temperature 150 celsius. The product is FC1=C(C=C(C=C1)F)C1=NC(=NO1)CN1C(=CC2=C(C(=CC=C12)C#N)C(F)(F)F)CCC (1-{[5-(2,5-Difluorophenyl)-1,2,4-oxadiazol-3-yl]methyl}-2-propyl-4-(trifluoromethyl)-1H-indole-5-carbonitrile). The yield is 42.2%. RXN SMILES: [C:1]([C:3]1[C:4]([C:21]([F:24])([F:23])[F:22])=[C:5]2[C:9](=[CH:10][CH:11]=1)[N:8]([CH2:12]/[C:13](=[N:16]/[H])/[NH:14][OH:15])[C:7]([CH2:18][CH2:19][CH3:20])=[CH:6]2)#[N:2].[F:25][C:26]1[CH:34]=[CH:33][C:32]([F:35])=[CH:31][C:27]=1[C:28](Cl)=O.C(N(CC)C(C)C)(C)C>C(#N)C>[F:25][C:26]1[CH:34]=[CH:33][C:32]([F:35])=[CH:31][C:27]=1[C:28]1[O:15][N:14]=[C:13]([CH2:12][N:8]2[C:9]3[C:5](=[C:4]([C:21]([F:24])([F:23])[F:22])[C:3]([C:1]#[N:2])=[CH:11][CH:10]=3)[CH:6]=[C:7]2[CH2:18][CH2:19][CH3:20])[N:16]=1. Procedure details: To a solution of (1Z)-2-[5-cyano-2-propyl-4-(trifluoromethyl)-1H-indol-1-yl]-N-hydroxyethanimidamide (0.050 g, 0.154 mmol) in anhydrous acetonitrile (2.0 mL) under N2, was added 2,5-difluorobenzoyl chloride (0.121 g, 0.177 mmol) and N,N-diisopropylethylamine (0.50 mL, 5.21 mmol). The mixture was then heated in a microwave at 150° C. for 30 min. Upon cooling, the mixture was poured onto a biotage prepak column and the mixture was purified by flash chromatography (0-25% EtOAc-hexanes gradient) to ... Product: final product, [Br-].OC(C)[N+]1=CN(C=C1)CCCCCCCCCCCCCCCCCCCCCC (1-hydroxyethyl-3-docosanylimidazolium bromide). Solvent: C(C)#N (acetonitrile). Conditions: temperature 90 celsius. The yield is 90.8%. RXN SMILES: [CH2:1]([N:23]1[CH:27]=[CH:26][N:25]=[CH:24]1)[CH2:2][CH2:3][CH2:4][CH2:5][CH2:6][CH2:7][CH2:8][CH2:9][CH2:10][CH2:11][CH2:12][CH2:13][CH2:14][CH2:15][CH2:16][CH2:17][CH2:18][CH2:19][CH2:20][CH2:21][CH3:22].[Br:28][CH2:29][CH2:30][OH:31]>C(#N)C>[Br-:28].[OH:31][CH:30]([N+:25]1[CH:26]=[CH:27][N:23]([CH2:1][CH2:2][CH2:3][CH2:4][CH2:5][CH2:6][CH2:7][CH2:8][CH2:9][CH2:10][CH2:11][CH2:12][CH2:13][CH2:14][CH2:15][CH2:16][CH2:17][CH2:18][CH2:19][CH2:20][CH2:21][CH3:22])[CH:24]=1)[CH3:29] |f:3.4|. Reported procedure: Approximately 3.76 g (0.010 mol) of 1-docosanylimidazole and about 1.45 g (0.012 mol) of 2-bromoethanol were dispersed into 100 mL of acetonitrile. The mixture was refluxed at 90° C. for approximately 24 hours under stirring condition, and subsequently cooled down to room temperature. The precipitate was filtered and washed with ethyl ether. The final product: 1-hydroxyethyl-3-docosanylimidazolium bromide was obtained after being dried in a vacuum oven. The yield was about 90.8% and the melting ... The reactants are C(CCCCCCCCCCCCCCCCCCCCC)N1C=NC=C1 (1-docosanylimidazole), BrCCO (2-bromoethanol). Starting materials: [Br-], [Br-], COC(=O)C1Cc2ccccc2C1, O=C([O-])O, [Li]CCCC, CC(C)NC(C)C, CC(C)(C)SCCl, [Na+], C1CCOC1, [Zn+2]. Product: COC(=O)C1(CSC(C)(C)C)Cc2ccccc2C1. Reaction SMILES: [Br-:43].[Br-:45].[C:13](=[O:14])([O:15][CH3:16])[CH:17]1[CH2:18][c:19]2[cH:20][cH:21][cH:22][cH:23][c:24]2[CH2:25]1.[C:33](=[O:34])([O-:35])[OH:36].[CH2:8]([Li:9])[CH2:10][CH2:11][CH3:12].[CH:1]([NH:2][CH:3]([CH3:4])[CH3:5])([CH3:6])[CH3:7].[Cl:26][CH2:27][S:28][C:29]([CH3:30])([CH3:31])[CH3:32].[Na+:37].[O:38]1[CH2:39][CH2:40][CH2:41][CH2:42]1.[Zn+2:44]>>[C:13](=[O:14])([O:15][CH3:16])[C:17]1([CH2:27][S:28][C:29]([CH3:30])([CH3:31])[CH3:32])[CH2:18][c:19]2[cH:20][cH:21][cH:22][cH:23][c:24]2[CH2:25]1. Reactants: CC(C)CCBr, CC(=O)C1=CNCCC1. Yields the product CC(=O)C1=CN(CCC(C)C)CCC1. Reaction SMILES: [Br:10][CH2:11][CH2:12][CH:13]([CH3:14])[CH3:15].[C:1]([CH3:2])(=[O:3])[C:4]1=[CH:5][NH:6][CH2:7][CH2:8][CH2:9]1>>[C:1]([CH3:2])(=[O:3])[C:4]1=[CH:5][N:6]([CH2:11][CH2:12][CH:13]([CH3:14])[CH3:15])[CH2:7][CH2:8][CH2:9]1. Reactants: CCO, Cl, [Na+], [OH-], O, N#CC1(NCc2ccccc2)CN(C(c2ccccc2)c2ccccc2)C1. Product: O=C(O)C1(NCc2ccccc2)CN(C(c2ccccc2)c2ccccc2)C1. Reaction SMILES: [CH3:32][CH2:33][OH:34].[ClH:31].[Na+:29].[OH-:28].[OH2:30].[c:1]1([CH:7]([N:8]2[CH2:9][C:10]([C:12]#[N:13])([NH:14][CH2:15][c:16]3[cH:17][cH:18][cH:19][cH:20][cH:21]3)[CH2:11]2)[c:22]2[cH:23][cH:24][cH:25][cH:26][cH:27]2)[cH:2][cH:3][cH:4][cH:5][cH:6]1>>[c:1]1([CH:7]([N:8]2[CH2:9][C:10]([C:12](=[O:28])[OH:30])([NH:14][CH2:15][c:16]3[cH:17][cH:18][cH:19][cH:20][cH:21]3)[CH2:11]2)[c:22]2[cH:23][cH:24][cH:25][cH:26][cH:27]2)[cH:2][cH:3][cH:4][cH:5][cH:6]1. Starting materials: OCCc1cccc(Br)c1, CC(C)(C)P(c1ccccc1-c1ccccc1)C(C)(C)C, C1COCCO1, Cc1nc(-c2cccc(C(F)(F)F)c2)n2nc(N)ncc12, CC(C)(C)[O-], [Na+], O=C(C=Cc1ccccc1)C=Cc1ccccc1, O=C(C=Cc1ccccc1)C=Cc1ccccc1, O=C(C=Cc1ccccc1)C=Cc1ccccc1, [Pd], [Pd]. Yields the product Cc1nc(-c2cccc(C(F)(F)F)c2)n2nc(Nc3cccc(CCO)c3)ncc12. As a reaction SMILES: [Br:22][c:23]1[cH:24][c:25]([CH2:29][CH2:30][OH:31])[cH:26][cH:27][cH:28]1.[C:32]([P:33]([C:34]([CH3:35])([CH3:36])[CH3:37])[c:38]1[cH:39][cH:40][cH:41][cH:42][c:43]1-[c:44]1[cH:45][cH:46][cH:47][cH:48][cH:49]1)([CH3:50])([CH3:51])[CH3:52].[CH2:59]1[O:60][CH2:61][CH2:62][O:63][CH2:64]1.[CH3:1][c:2]1[n:3][c:4](-[c:12]2[cH:13][c:14]([C:18]([F:19])([F:20])[F:21])[cH:15][cH:16][cH:17]2)[n:5]2[n:6][c:7]([NH2:11])[n:8][cH:9][c:10]12.[CH3:53][C:54]([CH3:55])([O-:56])[CH3:57].[Na+:58].[O:103]=[C:104]([CH:105]=[CH:106][c:107]1[cH:108][cH:109][cH:110][cH:111][cH:112]1)[CH:113]=[CH:114][c:115]1[cH:116][cH:117][cH:118][cH:119][cH:120]1.[O:67]=[C:68]([CH:69]=[CH:70][c:71]1[cH:72][cH:73][cH:74][cH:75][cH:76]1)[CH:77]=[CH:78][c:79]1[cH:80][cH:81][cH:82][cH:83][cH:84]1.[O:85]=[C:86]([CH:87]=[CH:88][c:89]1[cH:90][cH:91][cH:92][cH:93][cH:94]1)[CH:95]=[CH:96][c:97]1[cH:98][cH:99][cH:100][cH:101][cH:102]1.[Pd:65].[Pd:66]>>[CH3:1][c:2]1[n:3][c:4](-[c:12]2[cH:13][c:14]([C:18]([F:19])([F:20])[F:21])[cH:15][cH:16][cH:17]2)[n:5]2[n:6][c:7]([NH:11][c:23]3[cH:24][c:25]([CH2:29][CH2:30][OH:31])[cH:26][cH:27][cH:28]3)[n:8][cH:9][c:10]12.